From a dataset of the Open Reaction Database (ORD), a public repository of structured organic reaction records. describe an organic reaction: reactants, conditions, products, and yield Reactants: O=C([O-])O, Cc1ccc(C(=O)OC(C(=O)O)C(OC(=O)c2ccc(C)cc2)C(=O)O)cc1, CCOC(C)=O, COC(=O)CC1c2cccc(F)c2N=C(N2CCN(c3cccc(OC)c3)CC2)N1c1cc(C(F)(F)F)ccc1OC, [Na+]. Yields the product COc1cccc(N2CCN(C3=Nc4c(F)cccc4C(CC(=O)O)N3c3cc(C(F)(F)F)ccc3OC)CC2)c1. RXN SMILES: [C:71](=[O:72])([OH:73])[O-:74].[CH3:43][c:44]1[cH:45][cH:46][c:47]([C:48]([O:49][CH:50]([CH:51]([O:52][C:53](=[O:54])[c:55]2[cH:56][cH:57][c:58]([CH3:59])[cH:60][cH:61]2)[C:62]([OH:63])=[O:64])[C:65]([OH:66])=[O:67])=[O:68])[cH:69][cH:70]1.[CH3:76][CH2:77][O:78][C:79](=[O:80])[CH3:81].[F:1][c:2]1[cH:3][cH:4][cH:5][c:6]2[c:11]1[N:10]=[C:9]([N:12]1[CH2:13][CH2:14][N:15]([c:18]3[cH:19][c:20]([O:24][CH3:25])[cH:21][cH:22][cH:23]3)[CH2:16][CH2:17]1)[N:8]([c:26]1[c:27]([O:36][CH3:37])[cH:28][cH:29][c:30]([C:32]([F:33])([F:34])[F:35])[cH:31]1)[CH:7]2[CH2:38][C:39](=[O:40])[O:41][CH3:42].[Na+:75]>>[F:1][c:2]1[cH:3][cH:4][cH:5][c:6]2[c:11]1[N:10]=[C:9]([N:12]1[CH2:13][CH2:14][N:15]([c:18]3[cH:19][c:20]([O:24][CH3:25])[cH:21][cH:22][cH:23]3)[CH2:16][CH2:17]1)[N:8]([c:26]1[c:27]([O:36][CH3:37])[cH:28][cH:29][c:30]([C:32]([F:33])([F:34])[F:35])[cH:31]1)[CH:7]2[CH2:38][C:39](=[O:40])[OH:41]. The reactants are 3-Azidomethyl-3-cyclopentyl-propionic acid ethyl ester—A, C(C)OC(CC(C1CCCC1)CBr)=O (3-bromomethyl-3-cyclopentyl-propionic acid ethyl ester), [N-]=[N+]=[N-].[Na+] (NaN3). The solvent is CS(=O)C (DMSO), O (H2O). Conditions: temperature 60 celsius. Yields the product C(C)OC(CC(C1CCCC1)CN=[N+]=[N-])=O (3-azidomethyl-3-cyclopentyl-propionic acid ethyl ester). Isolated yield 74.8%. Reaction SMILES: [CH2:1]([O:3][C:4](=[O:14])[CH2:5][CH:6]([CH2:12]Br)[CH:7]1[CH2:11][CH2:10][CH2:9][CH2:8]1)[CH3:2].[N-:15]=[N+:16]=[N-:17].[Na+]>CS(C)=O.O>[CH2:1]([O:3][C:4](=[O:14])[CH2:5][CH:6]([CH2:12][N:15]=[N+:16]=[N-:17])[CH:7]1[CH2:11][CH2:10][CH2:9][CH2:8]1)[CH3:2] |f:1.2|. Procedure: Preparation of 3-Azidomethyl-3-cyclopentyl-propionic acid ethyl ester—A solution of 3-bromomethyl-3-cyclopentyl-propionic acid ethyl ester (4.4 g, 28.5 mmol) and NaN3 (2.0 g, 31.4 mmol) in 25 mL of DMSO is warmed to 60° C. for 12 hours. The mixture is cooled to room temperature and diluted with 100 mL of H2O. Extraction with Et2O (3×50 mL) and drying over MgSO4 followed by evaporation of the Et2O gives 4.8 g (75% yield) of 3-azidomethyl-3-cyclopentyl-propionic acid ethyl ester as an oil. NMR (1H... Starting materials: ClCCl, COc1cc2c(cc1OC)CC(=O)N(CCCCl)CC2, CNCc1ccccc1, O. Yields the product COc1cc2c(cc1OC)CC(=O)N(CCCN(C)Cc1ccccc1)CC2. Reaction SMILES: [CH2:31]([Cl:32])[Cl:33].[CH3:1][O:2][c:3]1[cH:4][c:5]2[c:6]([cH:17][c:18]1[O:19][CH3:20])[CH2:7][C:8](=[O:16])[N:9]([CH2:12][CH2:13][CH2:14][Cl:15])[CH2:10][CH2:11]2.[CH3:21][NH:22][CH2:23][c:24]1[cH:25][cH:26][cH:27][cH:28][cH:29]1.[OH2:30]>>[CH3:1][O:2][c:3]1[cH:4][c:5]2[c:6]([cH:17][c:18]1[O:19][CH3:20])[CH2:7][C:8](=[O:16])[N:9]([CH2:12][CH2:13][CH2:14][N:22]([CH3:21])[CH2:23][c:24]1[cH:25][cH:26][cH:27][cH:28][cH:29]1)[CH2:10][CH2:11]2. Reactants: C1CCOC1, COc1ccc(CN)c(OC)c1, CCN(C(C)C)C(C)C, N#Cc1ccc(F)c([N+](=O)[O-])c1. Product: COc1ccc(CNc2ccc(C#N)cc2[N+](=O)[O-])c(OC)c1. Reaction SMILES: [CH2:34]1[O:35][CH2:36][CH2:37][CH2:38]1.[CH3:22][O:23][c:24]1[c:25]([CH2:26][NH2:27])[cH:28][cH:29][c:30]([O:32][CH3:33])[cH:31]1.[CH:13]([N:14]([CH2:15][CH3:16])[CH:17]([CH3:18])[CH3:19])([CH3:20])[CH3:21].[F:1][c:2]1[c:3]([N+:10](=[O:11])[O-:12])[cH:4][c:5]([C:6]#[N:7])[cH:8][cH:9]1>>[c:2]1([NH:27][CH2:26][c:25]2[c:24]([O:23][CH3:22])[cH:31][c:30]([O:32][CH3:33])[cH:29][cH:28]2)[c:3]([N+:10](=[O:11])[O-:12])[cH:4][c:5]([C:6]#[N:7])[cH:8][cH:9]1. The reactants are FC(OC1=CC=C(C=C1)N1N=NC(=C1)C(=O)OCC)F (ethyl 1-(4-(difluoromethoxy)phenyl)-1H-1,2,3-triazole-4-carboxylate), CO (methanol), O (water), O.[OH-].[Li+] (lithium hydroxide hydrate). The solvent is C1CCOC1 (THF). Conditions: temperature 70 celsius. The product is FC(OC1=CC=C(C=C1)N1N=NC(=C1)C(=O)O)F (1-(4-(Difluoromethoxy)phenyl)-1H-1,2,3-triazole-4-carboxylic acid). Isolated yield 107.8%. RXN SMILES: [F:1][CH:2]([F:20])[O:3][C:4]1[CH:9]=[CH:8][C:7]([N:10]2[CH:14]=[C:13]([C:15]([O:17]CC)=[O:16])[N:12]=[N:11]2)=[CH:6][CH:5]=1.CO.O.O.[OH-].[Li+]>C1COCC1>[F:20][CH:2]([F:1])[O:3][C:4]1[CH:5]=[CH:6][C:7]([N:10]2[CH:14]=[C:13]([C:15]([OH:17])=[O:16])[N:12]=[N:11]2)=[CH:8][CH:9]=1 |f:3.4.5|. Procedure details: To a solution of ethyl 1-(4-(difluoromethoxy)phenyl)-1H-1,2,3-triazole-4-carboxylate (600 mg, 2.12 mmol) in a mixture of THF (7 ml), methanol (7 ml) and water (7 ml) was added lithium hydroxide hydrate (267 mg, 6.36 mmol). The solution was heated to 70° C. for 3 h. Most of the organic solvent was removed under reduced pressure. Water was added and the solution was extracted with methyl tert-butyl ether to remove non-acid material. Then 25% aq. hydrochloric acid was added to reach acidic pH. The ... Reactants: O=C(O)C(F)(F)F, CNc1nc2c(cc1C(N)=O)c1ccccc1n2CC(C)NC(=O)OC(C)(C)C. Product: CNc1nc2c(cc1C(N)=O)c1ccccc1n2CC(C)N. As a reaction SMILES: [F:30][C:31]([F:32])([F:33])[C:34]([OH:35])=[O:36].[NH2:1][C:2](=[O:3])[c:4]1[cH:5][c:6]2[c:7]([n:8]([CH2:15][CH:16]([CH3:17])[NH:18][C:19](=[O:20])[O:21][C:22]([CH3:23])([CH3:24])[CH3:25])[c:9]3[cH:10][cH:11][cH:12][cH:13][c:14]23)[n:26][c:27]1[NH:28][CH3:29]>>[NH2:1][C:2](=[O:3])[c:4]1[cH:5][c:6]2[c:7]([n:8]([CH2:15][CH:16]([CH3:17])[NH2:18])[c:9]3[cH:10][cH:11][cH:12][cH:13][c:14]23)[n:26][c:27]1[NH:28][CH3:29].